Dataset: the Open Reaction Database (ORD), a public repository of structured organic reaction records. Task: describe an organic reaction: reactants, conditions, products, and yield The reactants are C1(CCCCC1)N=C=NC1CCCCC1 (dicyclohexylcarbodiimide), OC1=NC=C(C(=O)OCC2=CC=CC=C2)C=C1 (benzyl 6-hydroxy-nicotinate), C(CCCCC)C=1C(=CC=2C(CCC(C2C1)(C)C)(C)C)C(=O)O (3-hexyl-5,5,8,8-tetramethyl-5,6,7,8-tetrahydro-naphthalen-2-yl-carboxylic acid). The reagents and catalysts are CN(C1=CC=NC=C1)C (4-dimethylaminopyridine). The solvent is C(Cl)Cl (methylene chloride), C(Cl)Cl (methylene chloride). Run at temperature 0 celsius, time 2 hour. Yields the product C(CCCCC)C=1C(=CC=2C(CCC(C2C1)(C)C)(C)C)C(=O)OC1=NC=C(C(=O)OCC2=CC=CC=C2)C=C1 (benzyl 6-(3-hexyl-5,5,8,8-tetramethyl-5,6,7,8-tetrahydro-naphthalen-2-yl-carbonyloxy)-nicotinate). Yield: 57.0%. RXN SMILES: [CH2:1]([C:7]1[C:8]([C:21]([OH:23])=[O:22])=[CH:9][C:10]2[C:11]([CH3:20])([CH3:19])[CH2:12][CH2:13][C:14]([CH3:18])([CH3:17])[C:15]=2[CH:16]=1)[CH2:2][CH2:3][CH2:4][CH2:5][CH3:6].O[C:25]1[CH:40]=[CH:39][C:28]([C:29]([O:31][CH2:32][C:33]2[CH:38]=[CH:37][CH:36]=[CH:35][CH:34]=2)=[O:30])=[CH:27][N:26]=1.C1(N=C=NC2CCCCC2)CCCCC1>C(Cl)Cl.CN(C)C1C=CN=CC=1>[CH2:1]([C:7]1[C:8]([C:21]([O:23][C:25]2[CH:40]=[CH:39][C:28]([C:29]([O:31][CH2:32][C:33]3[CH:34]=[CH:35][CH:36]=[CH:37][CH:38]=3)=[O:30])=[CH:27][N:26]=2)=[O:22])=[CH:9][C:10]2[C:11]([CH3:20])([CH3:19])[CH2:12][CH2:13][C:14]([CH3:17])([CH3:18])[C:15]=2[CH:16]=1)[CH2:2][CH2:3][CH2:4][CH2:5][CH3:6]. Procedure details: 6 g of 3-hexyl-5,5,8,8-tetramethyl-5,6,7,8-tetrahydro-naphthalen-2-yl-carboxylic acid were dissolved in 180 ml of methylene chloride. After the addition of a solution of 4.8 g of benzyl 6-hydroxy-nicotinate in 160 ml of methylene chloride and of 2.3 g of 4-dimethylaminopyridine, the solution was cooled to 0° C. and treated with 4.4 g of dicyclohexylcarbodiimide. The reaction mixture was stirred at 0° C. for 1 hour and at room temperature for 2 hours, thereafter poured into ice-cold aqueous ammon...